describe an organic reaction: reactants, conditions, products, and yield From a dataset of the Open Reaction Database (ORD), a public repository of structured organic reaction records. Starting materials: NN1CCC(CC1)C1=CC=CC=C1 (1-amino-4-phenylpiperidine), C(C1=CC=CC=C1)(=O)O[C@H]1[C@@H](O[C@@H]([C@H]1OC(C1=CC=CC=C1)=O)COC(C1=CC=CC=C1)=O)N1C2=NC(=NC(=C2N=C1)Cl)Cl (9-(2',3',5'-tri-O-benzoyl-β-D-ribofuranosyl)-2,6-dichloro-9H-purine), N (ammonia). Product: ClC=1N=C(C=2N=CN([C@H]3[C@H](O)[C@H](O)[C@@H](CO)O3)C2N1)NN1CCC(CC1)C1=CC=CC=C1 (2-chloro-N-(4-phenyl-1-piperidinyl)adenosine). The yield is 35.4%. Reaction SMILES: [NH2:1][N:2]1[CH2:7][CH2:6][CH:5]([C:8]2[CH:13]=[CH:12][CH:11]=[CH:10][CH:9]=2)[CH2:4][CH2:3]1.C([O:22][C@@H:23]1[C@H:27]([O:28]C(=O)C2C=CC=CC=2)[C@@H:26]([CH2:37][O:38]C(=O)C2C=CC=CC=2)[O:25][C@H:24]1[N:47]1[CH:55]=[N:54][C:53]2[C:48]1=[N:49][C:50]([Cl:57])=[N:51][C:52]=2Cl)(=O)C1C=CC=CC=1.N>>[Cl:57][C:50]1[N:51]=[C:52]([NH:1][N:2]2[CH2:7][CH2:6][CH:5]([C:8]3[CH:13]=[CH:12][CH:11]=[CH:10][CH:9]=3)[CH2:4][CH2:3]2)[C:53]2[N:54]=[CH:55][N:47]([C:48]=2[N:49]=1)[C@@H:24]1[O:25][C@H:26]([CH2:37][OH:38])[C@@H:27]([OH:28])[C@H:23]1[OH:22]. Procedure details: The title compound was prepared according to method A as described above by reacting 1-amino-4-phenylpiperidine (prepared as outlined in Example 6) (0.77 g, 3.6 mmol) with 9-(2',3',5'-tri-O-benzoyl-β-D-ribofuranosyl)-2,6-dichloro-9H-purine (1.90 g, 3.0 mmol), followed by debenzoylation of the purified product using methanolic ammonia. This provided the title 2-chloro-N-(4-phenyl-1-piperidinyl)adenosine (0.49 g, 37%) as a solid which precipitated on evaporation of column chromatography fractions,... The reactants are C(C)OC(C=CC(CC1=CN(C2=CC=CC=C12)C)N(C(C1=CC(=CC(=C1)C(F)(F)F)C(F)(F)F)=O)C)=O (4-[N-methyl-N-(3,5-bistrifluoromethyl-benzoyl)-amino]-5-(1-methyl-indol-3-yl)-pent-2-enoic acid ethyl ester), [OH-].[Li+] (lithium hydroxide). The solvent is O1CCCC1.CO.O (tetrahydrofuran methanol water). Yields the product CN(C(C1=CC(=CC(=C1)C(F)(F)F)C(F)(F)F)=O)C(C=CC(=O)O)CC1=CN(C2=CC=CC=C12)C (4-[N-Methyl-N-(3,5-bistrifluoromethyl-benzoyl)-amino]-5-(1-methyl-indol-3-yl)-pent-2-enoic acid). As a reaction SMILES: C([O:3][C:4](=[O:37])[CH:5]=[CH:6][CH:7]([N:19]([CH3:36])[C:20](=[O:35])[C:21]1[CH:26]=[C:25]([C:27]([F:30])([F:29])[F:28])[CH:24]=[C:23]([C:31]([F:34])([F:33])[F:32])[CH:22]=1)[CH2:8][C:9]1[C:17]2[C:12](=[CH:13][CH:14]=[CH:15][CH:16]=2)[N:11]([CH3:18])[CH:10]=1)C.[OH-].[Li+]>O1CCCC1.CO.O>[CH3:36][N:19]([CH:7]([CH2:8][C:9]1[C:17]2[C:12](=[CH:13][CH:14]=[CH:15][CH:16]=2)[N:11]([CH3:18])[CH:10]=1)[CH:6]=[CH:5][C:4]([OH:37])=[O:3])[C:20](=[O:35])[C:21]1[CH:26]=[C:25]([C:27]([F:28])([F:29])[F:30])[CH:24]=[C:23]([C:31]([F:32])([F:33])[F:34])[CH:22]=1 |f:1.2,3.4.5|. Procedure: A solution of 9.51 g of 4-[N-methyl-N-(3,5-bistrifluoromethyl-benzoyl)-amino]-5-(1-methyl-indol-3-yl)-pent-2-enoic acid ethyl ester and 1.14 g of lithium hydroxide in 65 ml of tetrahydrofuran/methanol/water =2/2/1 is stirred at room temperature for 15 hours and then concentrated by evaporation. The residue is dissolved in 150 ml of water with heating to 55°, extracted with ether at 20°, acidified to pH=2 with 0.1N hydrochloric acid and extracted three times with ether. The combined organic phase... Reactants: C(C1=CC=CC=C1)O[C@@H]1[C@@]2(CO[C@]([C@@H]([C@H]1OCC1=CC=CC=C1)OCC1=CC=CC=C1)(O2)C2=CC(=C(C=C2)Cl)CC2=CC=C(C=C2)OCC)CF ((1S,2S,3S,4R,5S)-2,3,4-tris-benzyloxy-5-[4-chloro-3-(4-ethoxy-benzyl)-phenyl]-1-fluoromethyl-6,8-dioxa-bicyclo[3.2.1]octane), C(C1=CC=CC=C1)O[C@@H]1[C@@]2(CO[C@]([C@@H]([C@H]1OCC1=CC=CC=C1)OCC1=CC=CC=C1)(O2)C2=CC(=C(C=C2)Cl)CC2=CC=C(C=C2)OCC)CCl ((1S,2S,3S,4R,5S)-2,3,4-tris-benzyloxy-5-[4-chloro-3-(4-ethoxy-benzyl)-phenyl]-1-chloromethyl-6,8-dioxa-bicyclo[3.2.1]octane), C(C)(=O)OCC (Ethyl acetate), C(=O)O (formic acid). The reagents and catalysts are [Pd] (palladium black). The solvent is C(C)O (ethanol), O1CCCC1 (tetrahydrofuran). Reaction conditions: time 1.5 hour. Yields the product ClC1=C(C=C(C=C1)[C@]12[C@@H]([C@H]([C@@H]([C@](CO1)(O2)CCl)O)O)O)CC2=CC=C(C=C2)OCC ((1S,2S,3S,4R,5S)-5-[4-Chloro-3-(4-ethoxy-benzyl)-phenyl]-1-chloromethyl-6,8-dioxa-bicyclo[3.2.1]octane-2,3,4-triol). Reaction SMILES: C(O[C@H]1[C@H](OCC2C=CC=CC=2)[C@@H](OCC2C=CC=CC=2)[C@]2(C3C=CC(Cl)=C(CC4C=CC(OCC)=CC=4)C=3)O[C@@]1(CF)CO2)C1C=CC=CC=1.C([O:59][C@H:60]1[C@H:66]([O:67]CC2C=CC=CC=2)[C@@H:65]([O:75]CC2C=CC=CC=2)[C@:64]2([C:84]3[CH:89]=[CH:88][C:87]([Cl:90])=[C:86]([CH2:91][C:92]4[CH:97]=[CH:96][C:95]([O:98][CH2:99][CH3:100])=[CH:94][CH:93]=4)[CH:85]=3)[O:83][C@@:61]1([CH2:101][Cl:102])[CH2:62][O:63]2)C1C=CC=CC=1.C(O)=O.C(OCC)(=O)C>C(O)C.O1CCCC1.[Pd]>[Cl:90][C:87]1[CH:88]=[CH:89][C:84]([C@@:64]23[O:83][C@@:61]([CH2:101][Cl:102])([CH2:62][O:63]2)[C@@H:60]([OH:59])[C@H:66]([OH:67])[C@H:65]3[OH:75])=[CH:85][C:86]=1[CH2:91][C:92]1[CH:93]=[CH:94][C:95]([O:98][CH2:99][CH3:100])=[CH:96][CH:97]=1. Procedure details: To a suspension of a mixture of (1S,2S,3S,4R,5S)-2,3,4-tris-benzyloxy-5-[4-chloro-3-(4-ethoxy-benzyl)-phenyl]-1-fluoromethyl-6,8-dioxa-bicyclo[3.2.1]octane and (1S,2S,3S,4R,5S)-2,3,4-tris-benzyloxy-5-[4-chloro-3-(4-ethoxy-benzyl)-phenyl]-1-chloromethyl-6,8-dioxa-bicyclo[3.2.1]octane (50 mg, 0.07 mmol) and palladium black (50 mg, 0.38 mmol, Aldrich® high surface area) in ethanol (0.5 mL) and tetrahydrofuran (0.1 mL) was added formic acid (0.10 mL, 2.80 mmol) and the resulting mixture was stirred ... Starting materials: N[C@@H](CC(=O)[O-])C(=O)OC (Methyl L-aspartate), Cl (HCl), CC(=O)C (acetone), C(=O)([O-])[O-].[Na+].[Na+] (Na2CO3), C1(=CC=CC=C1)CCC(=O)Cl (3-Phenyl-propionyl chloride). Run in O (DI water). Run at temperature 5 celsius, time 2 hour. Product: COC(CC(C(=O)O)NC(CCC1=CC=CC=C1)=O)=O (2-(3-Phenyl-propionylamino)-succinic acid 4-methyl ester). As a reaction SMILES: [NH2:1][C@H:2]([C:7]([O:9]C)=[O:8])CC([O-])=O.[C:11]([O-])([O-])=[O:12].[Na+].[Na+].[C:17]1([CH2:23][CH2:24][C:25](Cl)=[O:26])[CH:22]=[CH:21][CH:20]=[CH:19][CH:18]=1.Cl.C[C:30]([CH3:32])=[O:31]>O>[CH3:11][O:12][C:30](=[O:31])[CH2:32][CH:2]([NH:1][C:25](=[O:26])[CH2:24][CH2:23][C:17]1[CH:22]=[CH:21][CH:20]=[CH:19][CH:18]=1)[C:7]([OH:9])=[O:8] |f:1.2.3|. Reported procedure: Methyl L-aspartate (15.0 g, 0.082 mol), DI water (245 mL), acetone (20 mL), and Na2CO3 (30.8 g, 0.286 mol) were combined and cooled the solution to 5° C. 3-Phenyl-propionyl chloride (13.3 mL, 0.089 mol) was added dropwise via addition funnel over 10 min. The reaction was allowed to warm to ambient temperature and stir for 2 h. The reaction became very thick during this time. Added conc. HCl (50 mL) to the slurry until the pH was ≦4.0. The reaction mixture was extracted with CH2Cl2 (3×). The orga...